Dataset: the Open Reaction Database (ORD), a public repository of structured organic reaction records. Task: describe an organic reaction: reactants, conditions, products, and yield Solvent: CN(C=O)C (dimethylformamide), ClCCl (dichloromethane). Starting materials: BrC=1C=C(C(=C(C=O)C1)O)OC (5-bromo-2-hydroxy-3-methoxybenzaldehyde), BrCC(OC)OC (2-bromo-1,1-dimethoxyethane), C([O-])([O-])=O.[Cs+].[Cs+] (caesium carbonate). Yields the product BrC=1C=C(C(=C(C=O)C1)OCC(OC)OC)OC (5-Bromo-2-(2,2-dimethoxyethoxy)-3-methoxybenzaldehyde). Procedure: A heterogeneous solution of 31 g (0.134 mol) of 5-bromo-2-hydroxy-3-methoxybenzaldehyde, 28 g (0.166 mol) of 2-bromo-1,1-dimethoxyethane and 49 g (0.150 mol) of caesium carbonate in 150 ml of dimethylformamide is heated at 160° C. for 3 hours. After returning to room temperature, the mixture is filtered. The filtrate is then evaporated under reduced pressure. The solid so obtained is taken up in 250 ml of dichloromethane and filtered again. The homogeneous solution is then washed twice with 200 ... RXN SMILES: [Br:1][C:2]1[CH:3]=[C:4]([O:11][CH3:12])[C:5]([OH:10])=[C:6]([CH:9]=1)[CH:7]=[O:8].Br[CH2:14][CH:15]([O:18][CH3:19])[O:16][CH3:17].C(=O)([O-])[O-].[Cs+].[Cs+]>CN(C)C=O.ClCCl>[Br:1][C:2]1[CH:3]=[C:4]([O:11][CH3:12])[C:5]([O:10][CH2:14][CH:15]([O:18][CH3:19])[O:16][CH3:17])=[C:6]([CH:9]=1)[CH:7]=[O:8] |f:2.3.4|.